From a dataset of the Open Reaction Database (ORD), a public repository of structured organic reaction records. describe an organic reaction: reactants, conditions, products, and yield The reactants are COC1=CC=C(OC(C(=O)N2CCN(CC2)C(=O)OCC)C2=CC=CC=C2)C=C1 (1-[α-(4-methoxyphenoxy)-phenylacetyl]-4-ethoxycarbonyl piperazine), P(=O)(Cl)(Cl)Cl (phosphorus oxychloride), [OH-].[Na+] (sodium hydroxide), ice. Solvent: C1(=CC=CC=C1)C (toluene). Reaction conditions: time 24 hour. Product: COC=1C=CC2=C(C(=C(O2)C2=CC=CC=C2)N2CCN(CC2)C(=O)OCC)C1 (1-(5-methoxy-2-phenyl-3-benzofuryl)-4-ethoxycarbonylpiperazine). RXN SMILES: [CH3:1][O:2][C:3]1[CH:29]=[CH:28][C:6]([O:7][CH:8]([C:22]2[CH:27]=[CH:26][CH:25]=[CH:24][CH:23]=2)[C:9]([N:11]2[CH2:16][CH2:15][N:14]([C:17]([O:19][CH2:20][CH3:21])=[O:18])[CH2:13][CH2:12]2)=O)=[CH:5][CH:4]=1.P(Cl)(Cl)(Cl)=O.[OH-].[Na+]>C1(C)C=CC=CC=1>[CH3:1][O:2][C:3]1[CH:29]=[CH:28][C:6]2[O:7][C:8]([C:22]3[CH:27]=[CH:26][CH:25]=[CH:24][CH:23]=3)=[C:9]([N:11]3[CH2:16][CH2:15][N:14]([C:17]([O:19][CH2:20][CH3:21])=[O:18])[CH2:13][CH2:12]3)[C:5]=2[CH:4]=1 |f:2.3|. Procedure: The mixture of 4,070 g of 1-[α-(4-methoxyphenoxy)-phenylacetyl]-4-ethoxycarbonyl piperazine, 20,000 ml of toluene and 2,850 ml of phosphorus oxychloride is stirred under nitrogen at 98° for 24 hours. It is poured hot onto 100 kg of crushed ice, followed by 10,000 ml of 50% aqueous sodium hydroxide. After stirring for 30 minutes the organic phase is separated and the aqueous layer extracted with 10,000 ml of toluene. The combined toluene solutions are washed with 10,000 ml of 2 N aqueous sodium h... Starting materials: ice, [N+](=O)([O-])[O-].[NH4+] (ammonium nitrate), C1(CC1)N1CCC(CC1)=O (1-cyclopropyl-4-piperidone), solution, Cl.CO (hydrogen chloride methanol), C(#N)[BH3-].[Na+] (sodium cyanoborohydride). Run in C(C)(=O)O (acetic acid), CO (methanol). Reaction conditions: temperature 25 celsius, time 72 hour. The product is NC1CCN(CC1)C1CC1 (4-amino-1-cyclopropylpiperidine). Reaction SMILES: [CH:1]1([N:4]2[CH2:9][CH2:8][C:7](=O)[CH2:6][CH2:5]2)[CH2:3][CH2:2]1.Cl.CO.[N+:14]([O-])([O-])=O.[NH4+].C([BH3-])#N.[Na+]>C(O)(=O)C.CO>[NH2:14][CH:7]1[CH2:8][CH2:9][N:4]([CH:1]2[CH2:3][CH2:2]2)[CH2:5][CH2:6]1 |f:1.2,3.4,5.6|. Reported procedure: To an ice cold solution of 2.8 g. of 1-cyclopropyl-4-piperidone in 300 ml. of absolute methanol is added 0.02 moles of a solution of hydrogen chloride-methanol, 27 g. of ammonium nitrate and 2.4 g. of sodium cyanoborohydride. The solution is stirred for 72 hours at 25° C. and then poured into dilute acetic acid. The acidic solution is washed with ether and then made basic by the addition of ammonium hydroxide. The basic solution is extracted with methylene chloride, and the organic extract dried... Starting materials: C(C)OC(C(CC1CCCC1)C1=CC=C(C=C1)S(=O)(=O)C1CCCC1)=O (2-(4-cyclopentanesulfonyl-phenyl)-3-cyclopentyl-propionic acid ethyl ester), [OH-].[Li+] (lithium hydroxide), Cl (hydrochloric acid). Solvent: C(Cl)(Cl)Cl (chloroform), O (water), O1CCCC1.O.CO (tetrahydrofuran water methanol). Reaction conditions: temperature 25 celsius, time 18 hour. The product is C1(CCCC1)S(=O)(=O)C1=CC=C(C=C1)C(C(=O)O)CC1CCCC1 (2-(4-cyclopentanesulfonyl-phenyl)-3-cyclopentyl-propionic acid). Yield: 69.2%. As a reaction SMILES: C([O:3][C:4](=[O:26])[CH:5]([C:12]1[CH:17]=[CH:16][C:15]([S:18]([CH:21]2[CH2:25][CH2:24][CH2:23][CH2:22]2)(=[O:20])=[O:19])=[CH:14][CH:13]=1)[CH2:6][CH:7]1[CH2:11][CH2:10][CH2:9][CH2:8]1)C.[OH-].[Li+].Cl>O1CCCC1.O.CO.C(Cl)(Cl)Cl.O>[CH:21]1([S:18]([C:15]2[CH:14]=[CH:13][C:12]([CH:5]([CH2:6][CH:7]3[CH2:8][CH2:9][CH2:10][CH2:11]3)[C:4]([OH:26])=[O:3])=[CH:17][CH:16]=2)(=[O:19])=[O:20])[CH2:22][CH2:23][CH2:24][CH2:25]1 |f:1.2,4.5.6|. Procedure details: A solution of 2-(4-cyclopentanesulfonyl-phenyl)-3-cyclopentyl-propionic acid ethyl ester (160 mg, 0.42 mmol) in tetrahydrofuran/water/methanol (1.05 mL, 3:1:1) was treated with a 1N aqueous lithium hydroxide solution (0.85 mL, 0.85 mmol). The reaction was stirred at 25° C. for 18 h. At this time, the reaction was diluted with chloroform (30 mL) and water (50 mL), acidified to pH=1 with a 1N aqueous hydrochloric acid solution, and extracted with a solution of chloroform/methanol (90/10, 3×50 mL).... Starting materials: CC1=C(C=CC=C1C)NC(CCC(=O)O)=O (4-((2,3-dimethylphenyl)amino)-4-oxobutanoic acid), C[SiH](C)C (trimethylsilane). The solvent is C(Cl)Cl (DCM), CO (MeOH). Run at time 30 minute. Product: CC1=C(C=CC=C1C)NC(CCC(=O)OC)=O (Methyl 4-(2,3-dimethylphenylamino)-4-oxobutanoate). Yield: 97.8%. RXN SMILES: [CH3:1][C:2]1[C:7]([CH3:8])=[CH:6][CH:5]=[CH:4][C:3]=1[NH:9][C:10](=[O:16])[CH2:11][CH2:12][C:13]([OH:15])=[O:14].[CH3:17][SiH](C)C>C(Cl)Cl.CO>[CH3:1][C:2]1[C:7]([CH3:8])=[CH:6][CH:5]=[CH:4][C:3]=1[NH:9][C:10](=[O:16])[CH2:11][CH2:12][C:13]([O:15][CH3:17])=[O:14]. Procedure details: To a solution of 4-((2,3-dimethylphenyl)amino)-4-oxobutanoic acid (0.5 g, 2.26 mmol) in DCM (9 mL) and MeOH (2 mL) at room temperature was added 2.0 M diazomethyl)trimethylsilane (1.36 mL, 2.71 mmol) dropwise. The reaction was stirred at room temperature for 30 min and quenched with a solution of 20% AcOH in DCM). The mixture was concentrated and purified by flash chromatography (0-100% ethyl acetate:hexanes) to afford the title compound as a white solid (0.52 g, 98% yield). LCMS, [M+H]+=236.4. Starting materials: O=C([O-])[O-], Cl, CC(=O)Nc1cc(F)c([N+](=O)[O-])cc1C, [K+], [K+]. Yields the product Cc1cc([N+](=O)[O-])c(F)cc1N. RXN SMILES: [C:16](=[O:17])([O-:18])[O-:19].[ClH:22].[F:1][c:2]1[c:3]([N+:13](=[O:14])[O-:15])[cH:4][c:5]([CH3:12])[c:6]([NH:8][C:9](=[O:10])[CH3:11])[cH:7]1.[K+:20].[K+:21]>>[F:1][c:2]1[c:3]([N+:13](=[O:14])[O-:15])[cH:4][c:5]([CH3:12])[c:6]([NH2:8])[cH:7]1. The reactants are O=C(O)c1cccc(C(=O)c2ccccc2)c1, CO, CCOC(C)=O, O=S(=O)(O)O. The product is COC(=O)c1cccc(C(=O)c2ccccc2)c1. Reaction SMILES: [C:1]([c:2]1[cH:3][cH:4][cH:5][cH:6][cH:7]1)(=[O:8])[c:9]1[cH:10][c:11]([C:12](=[O:13])[OH:14])[cH:15][cH:16][cH:17]1.[CH3:23][OH:24].[CH3:25][CH2:26][O:27][C:28](=[O:29])[CH3:30].[S:18](=[O:19])(=[O:20])([OH:21])[OH:22]>>[C:1]([c:2]1[cH:3][cH:4][cH:5][cH:6][cH:7]1)(=[O:8])[c:9]1[cH:10][c:11]([C:12]([O:13][CH3:23])=[O:14])[cH:15][cH:16][cH:17]1. The reactants are COC(CCC1=NC(=CC=C1O)I)=O (3-(3-hydroxy-6-iodo-2-pyridyl)-propionic acid methyl ester), C(CCC#C)O (4-pentyn-1-ol). The product is COC(CCC1=NC(=CC=C1O)C#CCCCO)=O (3-[3-hydroxy-6-(5-hydroxy-1-pentynyl)-2-pyridyl]-propionic acid methyl ester). Isolated yield 28.0%. As a reaction SMILES: [CH3:1][O:2][C:3](=[O:14])[CH2:4][CH2:5][C:6]1[C:11]([OH:12])=[CH:10][CH:9]=[C:8](I)[N:7]=1.[CH2:15]([OH:20])[CH2:16][CH2:17][C:18]#[CH:19]>>[CH3:1][O:2][C:3](=[O:14])[CH2:4][CH2:5][C:6]1[C:11]([OH:12])=[CH:10][CH:9]=[C:8]([C:19]#[C:18][CH2:17][CH2:16][CH2:15][OH:20])[N:7]=1. Procedure details: Under the conditions of example 5 A, 5 g of 3-(3-hydroxy-6-iodo-2-pyridyl)-propionic acid methyl ester is reacted with 1.37 g of 4-pentyn-1-ol, worked up, and the crude product is chromatographed on silica gel with hexane/0-4% methanol. 1.2 g of 3-[3-hydroxy-6-(5-hydroxy-1-pentynyl)-2-pyridyl]-propionic acid methyl ester is obtained as colorless oil. The reactants are C(O)([O-])=O.[Na+] (sodium hydrogencarbonate), C(C)(=O)OCC (ethyl acetate), [Si](C)(C)(C(C)(C)C)OCCC1=NOC(=C1)C=1C(=NC(=NC1)NC1=CC(=CC=C1)F)NCCC (5-(3-(2-((tert-butyldimethylsilyl)oxy)ethyl)isoxazol-5-yl)-N2-(3-fluorophenyl)-N4-propylpyrimidine-2,4-diamine), solution, [F-].C(CCC)[N+](CCCC)(CCCC)CCCC (tetrabutylammonium fluoride). Run in O1CCCC1 (tetrahydrofuran), O1CCCC1 (tetrahydrofuran). Run at time 3 hour. Product: FC=1C=C(C=CC1)NC1=NC=C(C(=N1)NCCC)C1=CC(=NO1)CCO (2-(5-(2-((3-fluorophenyl)amino)-4-(propylamino)pyrimidin-5-yl)isoxazol-3-yl)ethanol). Reaction SMILES: [Si]([O:8][CH2:9][CH2:10][C:11]1[CH:15]=[C:14]([C:16]2[C:17]([NH:30][CH2:31][CH2:32][CH3:33])=[N:18][C:19]([NH:22][C:23]3[CH:28]=[CH:27][CH:26]=[C:25]([F:29])[CH:24]=3)=[N:20][CH:21]=2)[O:13][N:12]=1)(C(C)(C)C)(C)C.[F-].C([N+](CCCC)(CCCC)CCCC)CCC.C(=O)([O-])O.[Na+].C(OCC)(=O)C>O1CCCC1>[F:29][C:25]1[CH:24]=[C:23]([NH:22][C:19]2[N:18]=[C:17]([NH:30][CH2:31][CH2:32][CH3:33])[C:16]([C:14]3[O:13][N:12]=[C:11]([CH2:10][CH2:9][OH:8])[CH:15]=3)=[CH:21][N:20]=2)[CH:28]=[CH:27][CH:26]=1 |f:1.2,3.4|. Procedure: To a solution of 5-(3-(2-((tert-butyldimethylsilyl)oxy)ethyl)isoxazol-5-yl)-N2-(3-fluorophenyl)-N4-propylpyrimidine-2,4-diamine (S4, 22 mg) in tetrahydrofuran (1 mL), a 1.0 mol/L solution of tetrabutylammonium fluoride in tetrahydrofuran (69 μL) was added under ice cooling, and the mixture was stirred at room temperature for 3 hours. To the reaction mixture, saturated aqueous sodium hydrogencarbonate and ethyl acetate were added. The organic layer was separated, washed successively with water an... Reactants: CCOC(=O)Cc1ccc(NC(=O)C(Cn2ccnc2)NS(=O)(=O)c2ccc(F)cc2)cc1, CCO, [Na+], [OH-]. The product is O=C(O)Cc1ccc(NC(=O)C(Cn2ccnc2)NS(=O)(=O)c2ccc(F)cc2)cc1. RXN SMILES: [CH2:3]([CH3:4])[O:5][C:6](=[O:7])[CH2:8][c:9]1[cH:10][cH:11][c:12]([NH:15][C:16]([CH:17]([CH2:18][n:19]2[cH:20][n:21][cH:22][cH:23]2)[NH:24][S:25](=[O:26])(=[O:27])[c:28]2[cH:29][cH:30][c:31]([F:34])[cH:32][cH:33]2)=[O:35])[cH:13][cH:14]1.[CH3:36][CH2:37][OH:38].[Na+:2].[OH-:1]>>[O:5]=[C:6]([OH:7])[CH2:8][c:9]1[cH:10][cH:11][c:12]([NH:15][C:16]([CH:17]([CH2:18][n:19]2[cH:20][n:21][cH:22][cH:23]2)[NH:24][S:25](=[O:26])(=[O:27])[c:28]2[cH:29][cH:30][c:31]([F:34])[cH:32][cH:33]2)=[O:35])[cH:13][cH:14]1. Reactants: Clc1cccc(Cl)c1CBr, FC(F)(F)c1ccc2nc(N3CCNCC3)[nH]c2c1, [Na+], O=C([O-])O, CN(C)C=O, O. Yields the product FC(F)(F)c1ccc2nc(N3CCN(Cc4c(Cl)cccc4Cl)CC3)[nH]c2c1. Reaction SMILES: [Cl:20][c:21]1[c:22]([CH2:23][Br:24])[c:25]([Cl:29])[cH:26][cH:27][cH:28]1.[N:1]1([c:7]2[n:8][c:9]3[c:10]([nH:11]2)[cH:12][c:13]([C:16]([F:17])([F:18])[F:19])[cH:14][cH:15]3)[CH2:2][CH2:3][NH:4][CH2:5][CH2:6]1.[Na+:34].[O-:30][C:31]([OH:32])=[O:33].[O:36]=[CH:37][N:38]([CH3:39])[CH3:40].[OH2:35]>>[N:1]1([c:7]2[n:8][c:9]3[c:10]([nH:11]2)[cH:12][c:13]([C:16]([F:17])([F:18])[F:19])[cH:14][cH:15]3)[CH2:2][CH2:3][N:4]([CH2:23][c:22]2[c:21]([Cl:20])[cH:28][cH:27][cH:26][c:25]2[Cl:29])[CH2:5][CH2:6]1.